Dataset: the Open Reaction Database (ORD), a public repository of structured organic reaction records. Task: describe an organic reaction: reactants, conditions, products, and yield The reactants are N1=C(C=CC=C1)CC#N ((2-pyridyl)acetonitrile), BrN1C(CCC1=O)=O (N-bromosuccinimide). The solvent is C(Cl)(Cl)(Cl)Cl (carbon tetrachloride). Yields the product BrC(C#N)C1=NC=CC=C1 (bromo(2-pyridyl)acetonitrile). Yield: 94.4%. Reaction SMILES: [N:1]1[CH:6]=[CH:5][CH:4]=[CH:3][C:2]=1[CH2:7][C:8]#[N:9].[Br:10]N1C(=O)CCC1=O>C(Cl)(Cl)(Cl)Cl>[Br:10][CH:7]([C:2]1[CH:3]=[CH:4][CH:5]=[CH:6][N:1]=1)[C:8]#[N:9]. Reported procedure: To a solution of (2-pyridyl)acetonitrile (12.0 g, 0.10 mole) in 150 ml of carbon tetrachloride, was added 18.1 g of N-bromosuccinimide (0.10 mole) at room temperature. The mixture was refluxed for 1.5 h. The resulting precipitate was removed by filtration and the solvent was removed under reduced pressure to give the crude product, which was recrystallized from hexane to yield 18.6 g (94%) of the title compound as red crystals: mp 62°-64° C.; 1H NMR (DMSO-d6) δ8.67 (d, 1H), 7.97 (t, 1H), 7.70 (d... Reactants: O=C([O-])[O-], C1COCCO1, CN1C(=O)NCC1C(=O)OC(C)(C)C, Fc1cnc(Cl)nc1, [Cs+], [Cs+], O=C(C=Cc1ccccc1)C=Cc1ccccc1, O=C(C=Cc1ccccc1)C=Cc1ccccc1, O=C(C=Cc1ccccc1)C=Cc1ccccc1, O, [Pd], [Pd]. Yields the product CN1C(=O)N(c2ncc(F)cn2)CC1C(=O)OC(C)(C)C. As a reaction SMILES: [C:23](=[O:24])([O-:25])[O-:26].[CH2:29]1[O:30][CH2:31][CH2:32][O:33][CH2:34]1.[CH3:1][N:2]1[C:3](=[O:14])[NH:4][CH2:5][CH:6]1[C:7](=[O:8])[O:9][C:10]([CH3:11])([CH3:12])[CH3:13].[Cl:15][c:16]1[n:17][cH:18][c:19]([F:22])[cH:20][n:21]1.[Cs+:27].[Cs+:28].[O:38]=[C:39]([CH:40]=[CH:41][c:42]1[cH:43][cH:44][cH:45][cH:46][cH:47]1)[CH:48]=[CH:49][c:50]1[cH:51][cH:52][cH:53][cH:54][cH:55]1.[O:56]=[C:57]([CH:58]=[CH:59][c:60]1[cH:61][cH:62][cH:63][cH:64][cH:65]1)[CH:66]=[CH:67][c:68]1[cH:69][cH:70][cH:71][cH:72][cH:73]1.[O:74]=[C:75]([CH:76]=[CH:77][c:78]1[cH:79][cH:80][cH:81][cH:82][cH:83]1)[CH:84]=[CH:85][c:86]1[cH:87][cH:88][cH:89][cH:90][cH:91]1.[OH2:35].[Pd:36].[Pd:37]>>[CH3:1][N:2]1[C:3](=[O:14])[N:4]([c:16]2[n:17][cH:18][c:19]([F:22])[cH:20][n:21]2)[CH2:5][CH:6]1[C:7](=[O:8])[O:9][C:10]([CH3:11])([CH3:12])[CH3:13]. The reactants are C(CS)(=O)OCC (ethyl thioglycolate), TEA, ClC=1C=C(C(=O)C(C#N)=C(SC)SC)C=CC1Cl (2-(3,4-dichlorobenzoyl)-3,3-bis(methylsulfanyl)acrylonitrile). Solvent: CCO (EtOH). Reaction conditions: time 8 hour. Yields the product C(#N)C=1C(=C(SC1SC)C(=O)OCC)C1=CC(=C(C=C1)Cl)Cl (ethyl 4-cyano-3-(3,4-dichlorophenyl)-5-(methylsulfanyl)thiophene-2-carboxylate). Isolated yield 89.3%. As a reaction SMILES: [Cl:1][C:2]1[CH:3]=[C:4]([CH:15]=[CH:16][C:17]=1[Cl:18])[C:5]([C:7](=[C:10]([S:13][CH3:14])[S:11][CH3:12])[C:8]#[N:9])=O.[C:19]([O:23][CH2:24][CH3:25])(=[O:22])CS>CCO>[C:8]([C:7]1[C:5]([C:4]2[CH:15]=[CH:16][C:17]([Cl:18])=[C:2]([Cl:1])[CH:3]=2)=[C:12]([C:19]([O:23][CH2:24][CH3:25])=[O:22])[S:11][C:10]=1[S:13][CH3:14])#[N:9]. Procedure details: To a stirred suspension of 2-(3,4-dichlorobenzoyl)-3,3-bis(methylsulfanyl)acrylonitrile (2.28 g, 7.16 mmol) in EtOH (31 mL) was added ethyl thioglycolate (0.864 mL, 7.88 mmol) and TEA (1.1 mL, 7.88 mmol). The reaction mixture was heated until reflux was achieved and was then allowed to cool. A solid formed. After sitting at rt overnight, the solid was filtered and washed with cold EtOH (100 mL) to give ethyl 4-cyano-3-(3,4-dichlorophenyl)-5-(methylsulfanyl)thiophene-2-carboxylate (2.38 g, 89%). ... The reactants are BrC1=CC=C(C=C1)C(=O)N1CCN(CC1)C1=NC=C(C=C1C)C ((4-bromophenyl)[4-(3,5-dimethylpyridin-2-yl)piperazin-1-yl]methanone), S1(NCC1)(=O)=O ([1,2]thiazetidine 1,1-dioxide). The product is CC=1C(=NC=C(C1)C)N1CCN(CC1)C(=O)C1=CC=C(C=C1)N1S(CC1)(=O)=O ([4-(3,5-dimethylpyridin-2-yl)piperazin-1-yl][4-(1,1-dioxo-1λ6-[1,2]thiazetidin-2-yl)phenyl]methanone). The yield is 2.0%. RXN SMILES: Br[C:2]1[CH:7]=[CH:6][C:5]([C:8]([N:10]2[CH2:15][CH2:14][N:13]([C:16]3[C:21]([CH3:22])=[CH:20][C:19]([CH3:23])=[CH:18][N:17]=3)[CH2:12][CH2:11]2)=[O:9])=[CH:4][CH:3]=1.[S:24]1(=[O:29])(=[O:28])[CH2:27][CH2:26][NH:25]1>>[CH3:22][C:21]1[C:16]([N:13]2[CH2:14][CH2:15][N:10]([C:8]([C:5]3[CH:6]=[CH:7][C:2]([N:25]4[CH2:26][CH2:27][S:24]4(=[O:29])=[O:28])=[CH:3][CH:4]=3)=[O:9])[CH2:11][CH2:12]2)=[N:17][CH:18]=[C:19]([CH3:23])[CH:20]=1. Procedure: Using (4-bromophenyl)[4-(3,5-dimethylpyridin-2-yl)piperazin-1-yl]methanone (188 mg) described in Preparation Example 165 and [1,2]thiazetidine 1,1-dioxide (54 mg) and by the reaction and treatment in the same manner as in Example 536, the title compound (4 mg) was obtained. Starting materials: CCCCO, C[Si](C)(C)Cl, Cc1ccc(S(=O)(=O)n2ccc3c(Nc4ccc5cn[nH]c5c4)nc(Cl)nc32)cc1, CC(=O)N1CCN(c2ccc(N)cc2)CC1. Product: CC(=O)N1CCN(c2ccc(Nc3nc(Nc4ccc5cn[nH]c5c4)c4ccn(S(=O)(=O)c5ccc(C)cc5)c4n3)cc2)CC1. RXN SMILES: [CH2:52]([OH:53])[CH2:54][CH2:55][CH3:56].[CH3:47][Si:48]([Cl:49])([CH3:50])[CH3:51].[Cl:1][c:2]1[n:3][c:4]([NH:21][c:22]2[cH:23][cH:24][c:25]3[cH:26][n:27][nH:28][c:29]3[cH:30]2)[c:5]2[c:6]([n:7]1)[n:8]([S:11](=[O:12])(=[O:13])[c:14]1[cH:15][cH:16][c:17]([CH3:18])[cH:19][cH:20]1)[cH:9][cH:10]2.[NH2:31][c:32]1[cH:33][cH:34][c:35]([N:38]2[CH2:39][CH2:40][N:41]([C:44]([CH3:45])=[O:46])[CH2:42][CH2:43]2)[cH:36][cH:37]1>>[c:2]1([NH:31][c:32]2[cH:33][cH:34][c:35]([N:38]3[CH2:39][CH2:40][N:41]([C:44]([CH3:45])=[O:46])[CH2:42][CH2:43]3)[cH:36][cH:37]2)[n:3][c:4]([NH:21][c:22]2[cH:23][cH:24][c:25]3[cH:26][n:27][nH:28][c:29]3[cH:30]2)[c:5]2[c:6]([n:7]1)[n:8]([S:11](=[O:12])(=[O:13])[c:14]1[cH:15][cH:16][c:17]([CH3:18])[cH:19][cH:20]1)[cH:9][cH:10]2. Starting materials: ice water, C(C)(C)(C)OC(=O)N1[C@@H](C[C@@H](C1)O)COC1=CC=C(C(=O)OC)C=C1 (methyl 4-[(2S,4S)-1-tert-butoxycarbonyl-4-hydroxy-2-pyrrolidinyl]methoxybenzoate), oil, [H-].[Na+] (NaH), CI (MeI), oil, [H-].[Na+] (NaH), CI (MeI). Run in C1CCOC1 (THF). Run at time 15 minute. Yields the product C(C)(C)(C)OC(=O)N1[C@@H](C[C@@H](C1)OC)COC1=CC=C(C(=O)OC)C=C1 (methyl 4-[(2S,4S)-1-tert-butoxycarbonyl-4-methoxy-2-pyrrolidinyl]methoxybenzoate). Yield: 60.4%. RXN SMILES: [C:1]([O:5][C:6]([N:8]1[CH2:12][C@@H:11]([OH:13])[CH2:10][C@H:9]1[CH2:14][O:15][C:16]1[CH:25]=[CH:24][C:19]([C:20]([O:22][CH3:23])=[O:21])=[CH:18][CH:17]=1)=[O:7])([CH3:4])([CH3:3])[CH3:2].[H-].[Na+].[CH3:28]I>C1COCC1>[C:1]([O:5][C:6]([N:8]1[CH2:12][C@@H:11]([O:13][CH3:28])[CH2:10][C@H:9]1[CH2:14][O:15][C:16]1[CH:17]=[CH:18][C:19]([C:20]([O:22][CH3:23])=[O:21])=[CH:24][CH:25]=1)=[O:7])([CH3:4])([CH3:2])[CH3:3] |f:1.2|. Procedure: To a stirred solution of methyl 4-[(2S,4S)-1-tert-butoxycarbonyl-4-hydroxy-2-pyrrolidinyl]methoxybenzoate (2.10 g, 5.98 mmol) in THF (60 ml) was added 60% oil NaH (359 mg, 8.97 mmol) at 0° C. After 15 minutes stirring, MeI (1.20 ml, 8.97 mmol) was added to the mixture was added at same temperature, and the resulting mixture was allowed to raise to room temperature for over 1 h. Then 60% oil NaH (359 mg, 8.97 mmol) and MeI (1.20 ml, 8.97 mmol) was added to the reaction mixture at room temperature...